The task is: describe an organic reaction: reactants, conditions, products, and yield. This data is from the Open Reaction Database (ORD), a public repository of structured organic reaction records. The reactants are NC=1SC2=C(N1)C=CC(=C2)OC (2-amino-6-methoxybenzothiazole), C1(=CC=C(C=C1)S(=O)(=O)OCC)C (ethyl p-toluenesulfonate). Run in CC(=O)C (acetone). Conditions: time 1 hour. Yields the product C1(=CC=C(C=C1)S(=O)(=O)[O-])C.NC=1SC2=C([N+]1CC)C=CC(=C2)OC (2-amino-3-ethyl-6-methoxybenzothiazolium p-toluenesulfonate). Reaction SMILES: [NH2:1][C:2]1[S:3][C:4]2[CH:10]=[C:9]([O:11][CH3:12])[CH:8]=[CH:7][C:5]=2[N:6]=1.[C:13]1([CH3:25])[CH:18]=[CH:17][C:16]([S:19]([O:22]CC)(=[O:21])=[O:20])=[CH:15][CH:14]=1>CC(C)=O>[C:13]1([CH3:25])[CH:14]=[CH:15][C:16]([S:19]([O-:22])(=[O:20])=[O:21])=[CH:17][CH:18]=1.[NH2:1][C:2]1[S:3][C:4]2[CH:10]=[C:9]([O:11][CH3:12])[CH:8]=[CH:7][C:5]=2[N+:6]=1[CH2:13][CH3:14] |f:3.4|. Procedure: In a 200 ml three-necked flask were placed 3.6 g of 2-amino-6-methoxybenzothiazole and 6.0 g of ethyl p-toluenesulfonate, and the mixture was stirred at 120° C. for 3 hours. To the resulting mixture was added acetone and the mixture was stirred at room temperature for 1 hour. The crystals were filtered under reduced pressure and washed with acetone to give the desired compound.